This data is from the Open Reaction Database (ORD), a public repository of structured organic reaction records. The task is: describe an organic reaction: reactants, conditions, products, and yield Reactants: [N+](=O)([O-])C1=CC=C(C(=O)N2CC=3N(C4=CC=CC=C24)C=CC3)C=C1 (4,5-dihydro-5-(4-nitrobenzoyl)pyrrolo[1,2-a]quinoxaline), NN (hydrazine). Reagents/catalysts: [Pd] (Pd/C). Run in C(C)O (ethyl alcohol). The product is NC1=CC=C(C(=O)N2CC=3N(C4=CC=CC=C24)C=CC3)C=C1 (4,5-Dihydro-5(4-aminobenzoyl)pyrrolo[1,2-a]quinoxaline). As a reaction SMILES: [N+:1]([C:4]1[CH:24]=[CH:23][C:7]([C:8]([N:10]2[C:19]3[C:14](=[CH:15][CH:16]=[CH:17][CH:18]=3)[N:13]3[CH:20]=[CH:21][CH:22]=[C:12]3[CH2:11]2)=[O:9])=[CH:6][CH:5]=1)([O-])=O.NN>C(O)C.[Pd]>[NH2:1][C:4]1[CH:5]=[CH:6][C:7]([C:8]([N:10]2[C:19]3[C:14](=[CH:15][CH:16]=[CH:17][CH:18]=3)[N:13]3[CH:20]=[CH:21][CH:22]=[C:12]3[CH2:11]2)=[O:9])=[CH:23][CH:24]=1. Procedure details: To a solution of 1 mmol of 4,5-dihydro-5-(4-nitrobenzoyl)pyrrolo[1,2-a]quinoxaline in 20 ml of ethyl alcohol is added 0.2 g of 10% Pd/C and 2.5 mmol of hydrazine followed by stirring and heating under reflux for 2 hours. The hot reaction mixture is filtered through diatomaceous earth and the filter cake washed with hot chloroform and the filtrate concentrated in vacuo. The residue is triturated with ethyl acetate and the mixture filtered to give the desired product as crystals, m.p. 225°-228° C. Reactants: C(#N)C1=CC2=CC[C@H]3[C@@H]4CC[C@@H]([C@@]4(C)CC[C@@H]3[C@]2(CC1)C)C(=O)OC (methyl 3-cyanoandrosta-3,5-diene-17β-carboxylate), [OH-].[K+] (potassium hydroxide). Run in O (water), CO (methanol). Product: C(#N)C1=CC2=CC[C@H]3[C@@H]4CC[C@@H]([C@@]4(C)CC[C@@H]3[C@]2(CC1)C)C(=O)O (3-Cyanoandrosta-3,5-diene-17β-carboxylic acid). Isolated yield 84.2%. As a reaction SMILES: [C:1]([C:3]1[CH2:20][CH2:19][C@@:18]2([CH3:21])[C:5](=[CH:6][CH2:7][C@@H:8]3[C@@H:17]2[CH2:16][CH2:15][C@@:13]2([CH3:14])[C@H:9]3[CH2:10][CH2:11][C@@H:12]2[C:22]([O:24]C)=[O:23])[CH:4]=1)#[N:2].[OH-].[K+]>O.CO>[C:1]([C:3]1[CH2:20][CH2:19][C@@:18]2([CH3:21])[C:5](=[CH:6][CH2:7][C@@H:8]3[C@@H:17]2[CH2:16][CH2:15][C@@:13]2([CH3:14])[C@H:9]3[CH2:10][CH2:11][C@@H:12]2[C:22]([OH:24])=[O:23])[CH:4]=1)#[N:2] |f:1.2|. Procedure details: 8.8 g of methyl 3-cyanoandrosta-3,5-diene-17β-carboxylate [prepared as described in step (a) above] and 4.3 g of potassium hydroxide were dissolved in a mixture of 20 ml of water and 200 ml of methanol, and the resulting solution was heated under reflux for 10 hours. At the end of this time, the methanol in the reaction mixture was removed by distillation under reduced pressure, the mixture was made acidic by the addition of dilute aqueous hydrochloric acid and extracted three times with methyle... The reactants are Cl.COC=1C=C(C=CC1)C=1CNCCC1 (3-(3-methoxyphenyl)-1,2,5,6-tetrahydropyridine hydrochloride), C([O-])([O-])=O.[Na+].[Na+] (sodium carbonate), C(CC)I (n-propyl iodide), O (water). Run in CN(C=O)C (dimethylformamide). Reaction conditions: time 16 hour. The product is COC=1C=C(C=CC1)C=1CN(CCC1)CCC (3-(3-methoxyphenyl)-1-propyl-1,2,5,6-tetrahydropyridine). As a reaction SMILES: Cl.[CH3:2][O:3][C:4]1[CH:5]=[C:6]([C:10]2[CH2:11][NH:12][CH2:13][CH2:14][CH:15]=2)[CH:7]=[CH:8][CH:9]=1.C(=O)([O-])[O-].[Na+].[Na+].[CH2:22](I)[CH2:23][CH3:24].O>CN(C)C=O>[CH3:2][O:3][C:4]1[CH:5]=[C:6]([C:10]2[CH2:11][N:12]([CH2:22][CH2:23][CH3:24])[CH2:13][CH2:14][CH:15]=2)[CH:7]=[CH:8][CH:9]=1 |f:0.1,2.3.4|. Procedure: A mixture of a solution of 5 g of the product of Step D of Example 3 in 50 ml of dimethylformamide, 7 g of sodium carbonate and 2.3 ml of n-propyl iodide was stirred for 16 hours under an inert atmosphere and was then poured into 250 ml of iced water. The mixture was extracted with ethyl acetate and the organic phase was washed with aqueous saturated sodium chloride solution, dried and evaporated to dryness under reduced pressure. The residue was chromatographed over silica gel and was eluted wi... Reactants: C(C1=CC=CC=C1)OC1=C(C=CC=C1)CCC1=CC(=C(C(=O)OC)C=C1)O (Methyl 4-[2-(2-benzyloxyphenyl)ethyl]-2-hydroxybenzoate), C(C1=CC=CC=C1)OC1=C(C=CC=C1)/C=C/C1=CC(=C(C(=O)OC)C=C1)OC (methyl 4-[2-(2-benzyloxyphenyl)-(E)-ethenyl]-2-methoxybenzoate). The product is C(C1=CC=CC=C1)OC1=C(C=CC=C1)CCC1=CC(=C(C(=O)OC)C=C1)OC (Methyl 4-[2-(2-benzyloxyphenyl)ethyl]-2-methoxybenzoate). As a reaction SMILES: C(OC1C=CC=CC=1CCC1C=CC(C(OC)=O)=C(O)C=1)C1C=CC=CC=1.[CH2:28]([O:35][C:36]1[CH:41]=[CH:40][CH:39]=[CH:38][C:37]=1/[CH:42]=[CH:43]/[C:44]1[CH:53]=[CH:52][C:47]([C:48]([O:50][CH3:51])=[O:49])=[C:46]([O:54][CH3:55])[CH:45]=1)[C:29]1[CH:34]=[CH:33][CH:32]=[CH:31][CH:30]=1>>[CH2:28]([O:35][C:36]1[CH:41]=[CH:40][CH:39]=[CH:38][C:37]=1[CH2:42][CH2:43][C:44]1[CH:53]=[CH:52][C:47]([C:48]([O:50][CH3:51])=[O:49])=[C:46]([O:54][CH3:55])[CH:45]=1)[C:29]1[CH:30]=[CH:31][CH:32]=[CH:33][CH:34]=1. Procedure details: Methyl 4-[2-(2-benzyloxyphenyl)ethyl]-2-methoxybenzoate was prepared from methyl 4-[2-(2-benzyloxyphenyl)ethyl]-2-hydroxybenzoate (prepared as described in Example 14) using the method described in Example 14 for the preparation of methyl 4-[2-(2-benzyloxyphenyl)-(E)-ethenyl]-2-methoxybenzoate. Reactants: C(#N)C1=C(C=C(C(=O)Cl)C=C1)[N+](=O)[O-] (4-cyano-3-nitrobenzoyl chloride), BrC1=C(C(=CC(=C1)C(C(C(F)(F)F)(F)F)(C(F)(F)F)F)Br)N (2,6-dibromo-4-(1,2,2,3,3,3-hexafluoro-1-trifluoromethylpropyl)-phenylamine), N1=CC=CC=C1 (pyridine), C(#N)C1=C(C=C(C(=O)O)C=C1)[N+](=O)[O-] (4-cyano-3-nitrobenzoic acid), C(C(=O)Cl)(=O)Cl (oxalyl chloride), C(O)([O-])=O.[Na+] (sodium hydrogen carbonate). Run in CN(C=O)C (N,N-dimethylformamide), O1CCCC1 (tetrahydrofuran), ClCCl (dichloromethane). Run at time 30 minute. The product is C(#N)C1=C(C=C(C(=O)NC2=C(C=C(C=C2Br)C(C(C(F)(F)F)(F)F)(C(F)(F)F)F)Br)C=C1)[N+](=O)[O-] (4-cyano-N-[2,6-dibromo-4-(1,2,2,3,3,3-hexafluoro-1-trifluoromethylpropyl)phenyl]-3-nitrobenzamide). Yield: 37.1%. Reaction SMILES: [C:1]([C:3]1[CH:11]=[CH:10][C:6]([C:7]([OH:9])=O)=[CH:5][C:4]=1[N+:12]([O-:14])=[O:13])#[N:2].C(Cl)(=O)C(Cl)=O.[Br:21][C:22]1[CH:27]=[C:26]([C:28]([F:40])([C:36]([F:39])([F:38])[F:37])[C:29]([F:35])([F:34])[C:30]([F:33])([F:32])[F:31])[CH:25]=[C:24]([Br:41])[C:23]=1[NH2:42].N1C=CC=CC=1.C(C1C=CC(C(Cl)=O)=CC=1[N+]([O-])=O)#N.C(=O)([O-])O.[Na+]>ClCCl.O1CCCC1.CN(C)C=O>[C:1]([C:3]1[CH:11]=[CH:10][C:6]([C:7]([NH:42][C:23]2[C:24]([Br:41])=[CH:25][C:26]([C:28]([F:40])([C:36]([F:37])([F:38])[F:39])[C:29]([F:34])([F:35])[C:30]([F:31])([F:32])[F:33])=[CH:27][C:22]=2[Br:21])=[O:9])=[CH:5][C:4]=1[N+:12]([O-:14])=[O:13])#[N:2] |f:5.6|. Reported procedure: To a suspension of 4-cyano-3-nitrobenzoic acid (prepared as described in WO 2008/074427) (30 g, 156 mmol) in dichloromethane (150 ml) was added oxalyl chloride (15.88 ml, 187 mmol) at ambient temperature, followed by N,N-dimethylformamide (“DMF”) (0.2 ml). The reaction mixture was stirred for 30 minutes at ambient temperature and then heated to reflux for 30 minutes. The reaction mixture was allowed to cool to ambient temperature, concentrated and the residue was suspended in tetrahydrofuran (15... Reactants: C(#N)C1=CC=C(C(=O)O)C=C1 (4-cyano-benzoic acid), C(C)(C)(C)OC(=O)N1[C@H](CCC1)COC1=CC(=CC=C1)C#N (1-t-butoxycarbonyl-(2R)-2-[(3-cyanophenoxy)methyl]pyrrolidine), Cl (hydrogen chloride), CN1CCOCC1 (N-methyl morpholine), ClC(=O)OCC (ethyl chloroformate). Run in CN(C=O)C (dimethylformamide), C(C)(=O)OCC (ethyl acetate), O1CCOCC1 (dioxane). Conditions: time 3 hour. The product is C(#N)C1=CC=C(C(=O)N2[C@H](CCC2)COC2=CC(=CC=C2)C#N)C=C1 (1-(4-cyanobenzoyl)-(2R)-2-[(3-cyanophenoxy)methyl]pyrrolidine). Reaction SMILES: C(O[C:6]([N:8]1[CH2:12][CH2:11][CH2:10][C@@H:9]1[CH2:13][O:14][C:15]1[CH:20]=[CH:19][CH:18]=[C:17]([C:21]#[N:22])[CH:16]=1)=[O:7])(C)(C)C.Cl.[C:24]([C:26]1[CH:34]=[CH:33][C:29](C(O)=O)=[CH:28][CH:27]=1)#[N:25].CN1CCOCC1.ClC(OCC)=O>O1CCOCC1.CN(C)C=O.C(OCC)(=O)C>[C:24]([C:26]1[CH:34]=[CH:33][C:29]([C:6]([N:8]2[CH2:12][CH2:11][CH2:10][C@@H:9]2[CH2:13][O:14][C:15]2[CH:20]=[CH:19][CH:18]=[C:17]([C:21]#[N:22])[CH:16]=2)=[O:7])=[CH:28][CH:27]=1)#[N:25]. Reported procedure: 70 mg (0.23 mmol) of 1-t-butoxycarbonyl-(2R)-2-[(3-cyanophenoxy)methyl]pyrrolidine was dissolved in a dioxane solution containing 4 N hydrogen chloride and then stirred at room temperature for 3 hours. The solvent was distilled off to obtain the crude de-t-butoxycarbonyl product. 38 mg (0.25 mmol) of 4-cyano-benzoic acid was dissolved in 3 ml of dimethylformamide, and 100 mg (1 mmol) of N-methyl morpholine and 25 mg (0.23 mmol) of ethyl chloroformate were added thereto and stirred at 0° C. for 5...